describe an organic reaction: reactants, conditions, products, and yield From a dataset of the Open Reaction Database (ORD), a public repository of structured organic reaction records. Reactants: CCCCN, Cc1noc(C(Cl)(Cl)Cl)n1. Product: CCCCNc1nc(C)no1. RXN SMILES: [CH2:11]([CH2:12][CH2:13][CH3:14])[NH2:15].[CH3:1][c:2]1[n:3][o:4][c:5]([C:7]([Cl:8])([Cl:9])[Cl:10])[n:6]1>>[CH3:1][c:2]1[n:3][o:4][c:5]([NH:15][CH2:11][CH2:12][CH2:13][CH3:14])[n:6]1. Reactants: N-Boc, C1(CCCCCC1)=O (cycloheptanone), COC(CN)=O (glycine methyl ester), crude product. Yields the product C1(CCCCCC1)NCC(=O)O (N-Cycloheptylglycine). Reaction SMILES: [C:1]1(=O)[CH2:7][CH2:6][CH2:5][CH2:4][CH2:3][CH2:2]1.C[O:10][C:11](=[O:14])[CH2:12][NH2:13]>>[CH:1]1([NH:13][CH2:12][C:11]([OH:14])=[O:10])[CH2:7][CH2:6][CH2:5][CH2:4][CH2:3][CH2:2]1. Procedure details: N-Cycloheptylglycine was synthesized by reductive amination of cycloheptanone with glycine methyl ester following the procedure described in Gera et al., Immunopharmacology. 33:174–177 (1996). The crude product was converted to the N-Boc derivative (mp, 89–90° C.). Starting materials: Cc1ccc(NC2(C(=O)O)CCN(CCc3ccccc3)CC2)cc1, CI, [Li], CCOCC, O. The product is CC(=O)C1(Nc2ccc(C)cc2)CCN(CCc2ccccc2)CC1. RXN SMILES: [CH3:9][c:10]1[cH:11][cH:12][c:13]([NH:16][C:17]2([C:31]([OH:32])=[O:33])[CH2:18][CH2:19][N:20]([CH2:23][CH2:24][c:25]3[cH:26][cH:27][cH:28][cH:29][cH:30]3)[CH2:21][CH2:22]2)[cH:14][cH:15]1.[I:7][CH3:8].[Li:1].[O:2]([CH2:3][CH3:4])[CH2:5][CH3:6].[OH2:34]>>[O:2]=[C:5]([CH3:6])[C:17]1([NH:16][c:13]2[cH:12][cH:11][c:10]([CH3:9])[cH:15][cH:14]2)[CH2:18][CH2:19][N:20]([CH2:23][CH2:24][c:25]2[cH:26][cH:27][cH:28][cH:29][cH:30]2)[CH2:21][CH2:22]1.